Dataset: the Open Reaction Database (ORD), a public repository of structured organic reaction records. Task: describe an organic reaction: reactants, conditions, products, and yield Starting materials: OC1=C(C=O)C=CC=C1C (2-hydroxy-3-methylbenzaldehyde), [H-].[Na+] (sodium hydride), [Cl-].[NH4+] (ammonium chloride), ClCOC (chloro(methoxy)methane). The solvent is CN(C=O)C (N,N-dimethylformamide). Run at time 10 minute. Yields the product COCOC1=C(C=O)C=CC=C1C (2-(methoxymethoxy)-3-methylbenzaldehyde). Yield: 100.3%. Reaction SMILES: [OH:1][C:2]1[C:9]([CH3:10])=[CH:8][CH:7]=[CH:6][C:3]=1[CH:4]=[O:5].[H-].[Na+].Cl[CH2:14][O:15][CH3:16].[Cl-].[NH4+]>CN(C)C=O>[CH3:14][O:15][CH2:16][O:1][C:2]1[C:9]([CH3:10])=[CH:8][CH:7]=[CH:6][C:3]=1[CH:4]=[O:5] |f:1.2,4.5|. Procedure: In N,N-dimethylformamide(50 mL) was dissolved 4.96 g (36.5 mmol) of 2-hydroxy-3-methylbenzaldehyde, 2.19 g (54.6 mmol) of 60% sodium hydride was added to the solution in an ice bath and the resulting mixture was stirred for 10 minutes. To the mixture was added 3.59 mL (47.3 mmol) of chloro(methoxy)methane in an ice bath, and the resulting mixture was stirred at room temperature for 1 hour and 30 minutes. The reaction mixture was poured into a saturated aqueous ammonium chloride solution, and ext... The reactants are O=C(Cl)c1ccc(Br)cc1, CCC(NCCN(C)C)c1nc2[nH]nc(Br)c2c(=O)n1Cc1ccccc1, CCN(C(C)C)C(C)C, ClCCl. Yields the product CCC(c1nc2[nH]nc(Br)c2c(=O)n1Cc1ccccc1)N(CCN(C)C)C(=O)c1ccc(Br)cc1. RXN SMILES: [Br:37][c:38]1[cH:39][cH:40][c:41]([C:42](=[O:43])[Cl:44])[cH:45][cH:46]1.[CH2:1]([c:2]1[cH:3][cH:4][cH:5][cH:6][cH:7]1)[n:8]1[c:9]([CH:19]([CH2:20][CH3:21])[NH:22][CH2:23][CH2:24][N:25]([CH3:26])[CH3:27])[n:10][c:11]2[c:12]([c:13]1=[O:14])[c:15]([Br:18])[n:16][nH:17]2.[CH:28]([N:29]([CH2:30][CH3:31])[CH:32]([CH3:33])[CH3:34])([CH3:35])[CH3:36].[Cl:47][CH2:48][Cl:49]>>[CH2:1]([c:2]1[cH:3][cH:4][cH:5][cH:6][cH:7]1)[n:8]1[c:9]([CH:19]([CH2:20][CH3:21])[N:22]([CH2:23][CH2:24][N:25]([CH3:26])[CH3:27])[C:42]([c:41]2[cH:40][cH:39][c:38]([Br:37])[cH:46][cH:45]2)=[O:43])[n:10][c:11]2[c:12]([c:13]1=[O:14])[c:15]([Br:18])[n:16][nH:17]2. Starting materials: COC1=CC2=C(C=C1OC)C1=C(CN(CC1)CC(C)=O)C(O2)=O (1,2,3,4-tetrahydro-8,9-dimethoxy-3-(2-oxopropyl)-5H-[1]benzopyrano[3,4-c]pyridin-5-one), CN (methylamine). The product is COC1=CC2=C(C=C1OC)C1=C(CN(CC1)CC(C)NC)C(O2)=O (1,2,3,4-Tetrahydro-8,9-dimethoxy-3-[2-(methylamino)propyl]-5H-[1]benzopyrano[3,4-c]pyridin-5-one). Yield: 291.4%. RXN SMILES: [CH3:1][O:2][C:3]1[C:8]([O:9][CH3:10])=[CH:7][C:6]2[C:11]3[CH2:16][CH2:15][N:14]([CH2:17][C:18](=O)[CH3:19])[CH2:13][C:12]=3[C:21](=[O:23])[O:22][C:5]=2[CH:4]=1.[CH3:24][NH2:25]>>[CH3:1][O:2][C:3]1[C:8]([O:9][CH3:10])=[CH:7][C:6]2[C:11]3[CH2:16][CH2:15][N:14]([CH2:17][CH:18]([NH:25][CH3:24])[CH3:19])[CH2:13][C:12]=3[C:21](=[O:23])[O:22][C:5]=2[CH:4]=1. Procedure: Prepared by the method described for Example 51 from 1,2,3,4-tetrahydro-8,9-dimethoxy-3-(2-oxopropyl)-5H-[1]benzopyrano[3,4-c]pyridin-5-one (25.0 g, 0.08 moles) and methylamine (5 g, 0.016 moles). Recrystallization from acetonitrile gave the product (15.5 g), mp 137°-139° C. The reactants are C1(=CC=CC=C1)OC (anisole), FC1=CC(=CC(=C1)SCC1=CC=C(C=C1)OC)OC (1-fluoro-3-methoxy-5-((4-methoxybenzyl)sulfanyl)benzene). Run in C(=O)(C(F)(F)F)O (TFA). Yields the product FC=1C=C(C=C(C1)OC)S (3-Fluoro-5-methoxybenzenethiol). Isolated yield 65.3%. As a reaction SMILES: C1(OC)C=CC=CC=1.[F:9][C:10]1[CH:15]=[C:14]([S:16]CC2C=CC(OC)=CC=2)[CH:13]=[C:12]([O:26][CH3:27])[CH:11]=1>C(O)(C(F)(F)F)=O>[F:9][C:10]1[CH:15]=[C:14]([SH:16])[CH:13]=[C:12]([O:26][CH3:27])[CH:11]=1. Procedure: A mixture of anisole (12.04 g), 1-fluoro-3-methoxy-5-((4-methoxybenzyl)sulfanyl)benzene (6.2 g) and TFA (20 mL) was refluxed for 1 h, then concentrated in vacuo. Water was added to the residue and the mixture was extracted with EtOAc. The organic layer was washed with saturated aqueous NaHCO3 and extracted with 2N NaOH (100 mL×3). The water layer was acidified with 6N HCl and extracted with EtOAc. The EtOAc extract was washed successively with water and brine, dried over MgSO4, and concentrated ... Starting materials: BrC1=CC=C(CC=2OC(=C(C2C(=O)C2=CC(=C(C=C2)OC)C2CCCC2)C)C)C=C1 ([2-(4-bromo-benzyl)-4,5-dimethyl-furan-3-yl]-(3-cyclopentyl-4-methoxy-phenyl)-methanone), B(Br)(Br)Br.C(Cl)Cl (boron tribromide CH2Cl2). Solvent: C(Cl)Cl (CH2Cl2). The product is BrC1=CC=C(CC=2OC(=C(C2C(=O)C2=CC(=C(C=C2)O)C2CCCC2)C)C)C=C1 ([2-(4-Bromo-benzyl)-4,5-dimethyl-furan-3-yl]-(3-cyclopentyl-4-hydroxy-phenyl)-methanone). Yield: 50.6%. As a reaction SMILES: [Br:1][C:2]1[CH:30]=[CH:29][C:5]([CH2:6][C:7]2[O:8][C:9]([CH3:28])=[C:10]([CH3:27])[C:11]=2[C:12]([C:14]2[CH:19]=[CH:18][C:17]([O:20]C)=[C:16]([CH:22]3[CH2:26][CH2:25][CH2:24][CH2:23]3)[CH:15]=2)=[O:13])=[CH:4][CH:3]=1.B(Br)(Br)Br.C(Cl)Cl>C(Cl)Cl>[Br:1][C:2]1[CH:30]=[CH:29][C:5]([CH2:6][C:7]2[O:8][C:9]([CH3:28])=[C:10]([CH3:27])[C:11]=2[C:12]([C:14]2[CH:19]=[CH:18][C:17]([OH:20])=[C:16]([CH:22]3[CH2:26][CH2:25][CH2:24][CH2:23]3)[CH:15]=2)=[O:13])=[CH:4][CH:3]=1 |f:1.2|. Procedure: The title compound was prepared according to the procedure in Example 5, step 3 using [2-(4-bromo-benzyl)-4,5-dimethyl-furan-3-yl]-(3-cyclopentyl-4-methoxy-phenyl)-methanone (3.38 g, 7.23 mmol) and 1M boron tribromide/CH2Cl2 (15.2 mL) in CH2Cl2. Purification on Biotage KP-Sil eluting with 15% acetone/hexane gave 1.66 g (51%) of the title compound. 1H NMR (DMSO-d6) δ1.39-1.48 (m, 2H), 1.59-1.65 (m, 2H), 1.68-1.76 (m, 2H), 1.79 (s, 3H), 1.88-1.95 (m, 2H), 2.18 (s, 3H), 3.18 (quintet, 1H), 3.81 (s,... Reactants: ice water, C(C)(=O)C1=CC=C(C=C1)C1=CC=C(C=C1)C(=O)OCC (ethyl 4'-acetyl-4-biphenylcarboxylate), C(Cl)(Cl)Cl (chloroform), B.[Na] (sodium boron hydride). Run in C(C)O (ethanol). The product is OC(C)C1=CC=C(C=C1)C1=CC=C(C=C1)C(=O)OCC (ethyl 4'-(1-hydroxyethyl)-4-biphenylcarboxylate). The yield is 94.9%. As a reaction SMILES: [C:1]([C:4]1[CH:9]=[CH:8][C:7]([C:10]2[CH:15]=[CH:14][C:13]([C:16]([O:18][CH2:19][CH3:20])=[O:17])=[CH:12][CH:11]=2)=[CH:6][CH:5]=1)(=[O:3])[CH3:2].C(Cl)(Cl)Cl.B.[Na]>C(O)C>[OH:3][CH:1]([C:4]1[CH:5]=[CH:6][C:7]([C:10]2[CH:15]=[CH:14][C:13]([C:16]([O:18][CH2:19][CH3:20])=[O:17])=[CH:12][CH:11]=2)=[CH:8][CH:9]=1)[CH3:2] |f:2.3,^1:25|. Procedure: 32.2 g (0.12 mol) of ethyl 4'-acetyl-4-biphenylcarboxylate, 150 ml of chloroform and 50 ml of ethanol were supplied into a four-necked flask provided with a stirrer and a thermometer. Then 2.3 g (0.06 mol) of sodium boron hydride was added at 15°-25° C. over a period of 10 minutes. The mixture was maintained at the same temperature for 2 hours and the resulting reaction solution was poured into ice-water and extracted twice with 200 ml of ethyl acetate. The organic layer was washed with water an...